This data is from the Open Reaction Database (ORD), a public repository of structured organic reaction records. The task is: describe an organic reaction: reactants, conditions, products, and yield Starting materials: C[Si](C)(C)[N-][Si](C)(C)C, [Cl-], COC(C)C#Cc1cc(Cl)c(N)c2c1OCO2, COc1cc2ncnc(Cl)c2cc1OC, [NH4+], [Na+], C1CCOC1, CN(C)C=O. Product: COc1cc2ncnc(Nc3c(Cl)cc(C#CC(C)OC)c4c3OCO4)c2cc1OC. Reaction SMILES: [CH3:1][Si:2]([N-:3][Si:4]([CH3:5])([CH3:6])[CH3:7])([CH3:8])[CH3:9].[Cl-:53].[Cl:16][c:17]1[c:18]([NH2:32])[c:19]2[c:20]([c:24]([C:26]#[C:27][CH:28]([CH3:29])[O:30][CH3:31])[cH:25]1)[O:21][CH2:22][O:23]2.[Cl:33][c:34]1[n:35][cH:36][n:37][c:38]2[cH:39][c:40]([O:46][CH3:47])[c:41]([O:44][CH3:45])[cH:42][c:43]12.[NH4+:54].[Na+:10].[O:11]1[CH2:12][CH2:13][CH2:14][CH2:15]1.[O:48]=[CH:49][N:50]([CH3:51])[CH3:52]>>[Cl:16][c:17]1[c:18]([NH:32][c:34]2[n:35][cH:36][n:37][c:38]3[cH:39][c:40]([O:46][CH3:47])[c:41]([O:44][CH3:45])[cH:42][c:43]23)[c:19]2[c:20]([c:24]([C:26]#[C:27][CH:28]([CH3:29])[O:30][CH3:31])[cH:25]1)[O:21][CH2:22][O:23]2. Reactants: CSC1=C(C(=NS1)C(F)(F)F)C(=O)OCC (ethyl 5-methylthio-3-(trifluoromethyl)isothiazole-4-carboxylate), [OH-].[K+] (potassium hydroxide). Solvent: C(C)O (ethanol). The product is CSC1=C(C(=NS1)C(F)(F)F)C(=O)O (5-Methylthio-3-(trifluoromethyl)isothiazole-4-carboxylic Acid). Reaction SMILES: [CH3:1][S:2][C:3]1[S:7][N:6]=[C:5]([C:8]([F:11])([F:10])[F:9])[C:4]=1[C:12]([O:14]CC)=[O:13].[OH-].[K+]>C(O)C>[CH3:1][S:2][C:3]1[S:7][N:6]=[C:5]([C:8]([F:11])([F:9])[F:10])[C:4]=1[C:12]([OH:14])=[O:13] |f:1.2|. Procedure details: A 5.2 g (19.2 mmol) sample of ethyl 5-methylthio-3-(trifluoromethyl)isothiazole-4-carboxylate was combined with 1.39 g (21 mmol) of 85 percent potassium hydroxide and 25 mL of 95 percent ethanol and the mixture was heated on a steam bath for 45 min and then concentrated under reduced pressure to remove the volatiles. The residue was dissolved in water and acidified with concentrated hydrochloric acid. The white precipitate that formed was collected by filtration and dissolved in a mixture of ace... Reactants: CN1C(CC[C@@]2(C3=C(CC[C@@H]12)C=C(C=C3)S)C)=O ((+)-(4aR)-(10bR)-4-methyl-8-mercapto-10b-methyl-1,2,3,4,4a,-5,6,10b-octahydrobenzo[f]quinolin-3-one), C([O-])([O-])=O.[K+].[K+] (potassium carbonate), ClC=1SC2=C(N1)C=C(C(=C2)Cl)Cl (2,5,6-trichloro benzothiazole), CN(C=O)C (dimethylformamide). Run in C(C)(=O)OCC (ethyl acetate). The product is CN1C(CC[C@@]2(C3=C(CC[C@@H]12)C=C(C=C3)SC=3SC1=C(N3)C=C(C(=C1)Cl)Cl)C)=O ((+)-(4aR)-(10bR)-4-methyl-8-(5,6-dichloro-2-benzothiazolyl-thio)-10b-methyl-1,2,3,4,4a, 5,6,10b-octahydrobenzo[f]-quinolin-3-one). Yield: 30.7%. Reaction SMILES: [CH3:1][N:2]1[C@H:11]2[C@@:6]([CH3:17])([C:7]3[CH:15]=[CH:14][C:13]([SH:16])=[CH:12][C:8]=3[CH2:9][CH2:10]2)[CH2:5][CH2:4][C:3]1=[O:18].C(=O)([O-])[O-].[K+].[K+].Cl[C:26]1[S:27][C:28]2[CH:34]=[C:33]([Cl:35])[C:32]([Cl:36])=[CH:31][C:29]=2[N:30]=1.CN(C)C=O>C(OCC)(=O)C>[CH3:1][N:2]1[C@H:11]2[C@@:6]([CH3:17])([C:7]3[CH:15]=[CH:14][C:13]([S:16][C:26]4[S:27][C:28]5[CH:34]=[C:33]([Cl:35])[C:32]([Cl:36])=[CH:31][C:29]=5[N:30]=4)=[CH:12][C:8]=3[CH2:9][CH2:10]2)[CH2:5][CH2:4][C:3]1=[O:18] |f:1.2.3|. Reported procedure: A 15 mL round bottom flask was charged with (+)-(4aR)-(10bR)-4-methyl-8-mercapto-10b-methyl-1,2,3,4,4a,-5,6,10b-octahydrobenzo[f]quinolin-3-one (100 mg, 0.38 mmol), potassium carbonate (158 mg, 1.14 mmol), 2,5,6-trichloro benzothiazole (110 mg, 0.46 mmol) and 1 mL of anhydrous dimethylformamide, fitted with a reflux condenser, and the stirred mixture was heated at 60°, under nitrogen, for 18 h. The mixture was cooled, diluted with ethyl acetate (75 mL) and washed with brine (2×25 mL). The combin... The reactants are CC=1C(=NOC1C1=CC=CC=C1)C1=CC=C(OCC(=O)OCC)C=C1 (ethyl 2-(4-(4-methyl-5-phenylisoxazol-3-yl)phenoxy)acetate), C1CCOC1 (THF), O (H2O), [OH-].[Li+] (lithium hydroxide). Solvent: CO (methanol). Run at time 4 hour. The product is CC=1C(=NOC1C1=CC=CC=C1)C1=CC=C(OCC(=O)O)C=C1 (2-(4-(4-methyl-5-phenylisoxazol-3-yl)phenoxy)acetic acid). Isolated yield 97.4%. Reaction SMILES: [CH3:1][C:2]1[C:3]([C:13]2[CH:25]=[CH:24][C:16]([O:17][CH2:18][C:19]([O:21]CC)=[O:20])=[CH:15][CH:14]=2)=[N:4][O:5][C:6]=1[C:7]1[CH:12]=[CH:11][CH:10]=[CH:9][CH:8]=1.C1COCC1.O.[OH-].[Li+]>CO>[CH3:1][C:2]1[C:3]([C:13]2[CH:25]=[CH:24][C:16]([O:17][CH2:18][C:19]([OH:21])=[O:20])=[CH:15][CH:14]=2)=[N:4][O:5][C:6]=1[C:7]1[CH:8]=[CH:9][CH:10]=[CH:11][CH:12]=1 |f:3.4|. Procedure: To a solution of the product of step 1 (1.4 gm, 4.15 mmoles) in a mixture of methanol (10 ml), THF (30 ml) and H2O (10 ml), lithium hydroxide (0.35 gm, 8.30 mmoles) was added and the reaction mixture was stirred at ambient temperature for 4 hours. The solvents were evaporated under reduced pressure. The residue was dissolved in water and acidified with 1N HCl. The solid separated which was filtered, washed with water & dried over P2O5 under vacuum to give 1.25 g of title product as pale brown so...